Dataset: the Open Reaction Database (ORD), a public repository of structured organic reaction records. Task: describe an organic reaction: reactants, conditions, products, and yield The reactants are Cl.N[C@@H]1CC[C@H](CC1)NC(=O)C1=CNC2=C1N=CN=C2C2=C(C=CC(=C2)F)OCC2CC2 (trans-4-(2-Cyclopropylmethoxy-5-fluoro-phenyl)-5H-pyrrolo[3,2-d]pyrimidine-7-carboxylic acid (4-amino-cyclohexyl)-amide hydrochloride), COCC(=O)Cl (methoxy-acetyl chloride). Product: COCC(=O)N[C@@H]1CC[C@H](CC1)NC(=O)C1=CNC2=C1N=CN=C2C2=C(C=CC(=C2)F)OCC2CC2 (trans-4-(2-Cyclopropylmethoxy-5-fluoro-phenyl)-5H-pyrrolo[3,2-d]pyrimidine-7-carboxylic acid [4-(2-methoxy-acetylamino)-cyclohexyl]-amide). Reaction SMILES: Cl.[NH2:2][C@H:3]1[CH2:8][CH2:7][C@H:6]([NH:9][C:10]([C:12]2[C:16]3[N:17]=[CH:18][N:19]=[C:20]([C:21]4[CH:26]=[C:25]([F:27])[CH:24]=[CH:23][C:22]=4[O:28][CH2:29][CH:30]4[CH2:32][CH2:31]4)[C:15]=3[NH:14][CH:13]=2)=[O:11])[CH2:5][CH2:4]1.[CH3:33][O:34][CH2:35][C:36](Cl)=[O:37]>>[CH3:33][O:34][CH2:35][C:36]([NH:2][C@H:3]1[CH2:8][CH2:7][C@H:6]([NH:9][C:10]([C:12]2[C:16]3[N:17]=[CH:18][N:19]=[C:20]([C:21]4[CH:26]=[C:25]([F:27])[CH:24]=[CH:23][C:22]=4[O:28][CH2:29][CH:30]4[CH2:31][CH2:32]4)[C:15]=3[NH:14][CH:13]=2)=[O:11])[CH2:5][CH2:4]1)=[O:37] |f:0.1|. Procedure details: Starting from trans-4-(2-Cyclopropylmethoxy-5-fluoro-phenyl)-5H-pyrrolo[3,2-d]pyrimidine-7-carboxylic acid (4-amino-cyclohexyl)-amide hydrochloride (example A160) and methoxy-acetyl chloride the title compound is obtained as colorless solid.